This data is from the Open Reaction Database (ORD), a public repository of structured organic reaction records. The task is: describe an organic reaction: reactants, conditions, products, and yield Reactants: Brc1ccccc1, C1CCOC1, [Li]CCCC, O, c1ccc(-c2ccnc3c2ccc2c(-c4ccccc4)ccnc23)cc1. The product is c1ccc(-c2cc(-c3ccccc3)c3ccc4c(-c5ccccc5)ccnc4c3n2)cc1. Reaction SMILES: [Br:1][c:2]1[cH:3][cH:4][cH:5][cH:6][cH:7]1.[CH2:40]1[O:41][CH2:42][CH2:43][CH2:44]1.[CH2:8]([Li:9])[CH2:10][CH2:11][CH3:12].[OH2:39].[c:13]1(-[c:19]2[cH:20][cH:21][n:22][c:23]3[c:24]4[n:25][cH:26][cH:27][c:28](-[c:33]5[cH:34][cH:35][cH:36][cH:37][cH:38]5)[c:29]4[cH:30][cH:31][c:32]23)[cH:14][cH:15][cH:16][cH:17][cH:18]1>>[c:2]1(-[c:26]2[n:25][c:24]3[c:23]4[n:22][cH:21][cH:20][c:19](-[c:13]5[cH:14][cH:15][cH:16][cH:17][cH:18]5)[c:32]4[cH:31][cH:30][c:29]3[c:28](-[c:33]3[cH:34][cH:35][cH:36][cH:37][cH:38]3)[cH:27]2)[cH:3][cH:4][cH:5][cH:6][cH:7]1. Reactants: CC=1N=C(SC1)N (4-methylthiazol-2-amine), ClC1=NC=CC(=C1)OC1CCN(CC1)C(=O)OC(C)(C)C (tert-butyl 4-(2-chloropyridin-4-yloxy)piperidine-1-carboxylate), P(=O)([O-])([O-])[O-].[K+].[K+].[K+] (potassium phosphate). The reagents and catalysts are C1(=CC=CC=C1)P(C1=CC=CC=2C(C3=CC=CC(=C3OC12)P(C1=CC=CC=C1)C1=CC=CC=C1)(C)C)C1=CC=CC=C1 (4,5-bis(diphenylphosphino)-9,9-dimethyl-9H-xanthene), C=1C=CC(=CC1)/C=C/C(=O)/C=C/C2=CC=CC=C2.C=1C=CC(=CC1)/C=C/C(=O)/C=C/C2=CC=CC=C2.C=1C=CC(=CC1)/C=C/C(=O)/C=C/C2=CC=CC=C2.[Pd].[Pd] (tris(dibenzylideneacetone)dipalladium). The solvent is O (water), C1(=CC=CC=C1)C (toluene). Product: CC=1N=C(SC1)NC1=NC=CC(=C1)OC1CCN(CC1)C(=O)OC(C)(C)C (tert-butyl 4-(2-(4-methylthiazol-2-ylamino)pyridin-4-yloxy)piperidine-1-carboxylate). The yield is 54.6%. Reaction SMILES: [CH3:1][C:2]1[N:3]=[C:4]([NH2:7])[S:5][CH:6]=1.Cl[C:9]1[CH:14]=[C:13]([O:15][CH:16]2[CH2:21][CH2:20][N:19]([C:22]([O:24][C:25]([CH3:28])([CH3:27])[CH3:26])=[O:23])[CH2:18][CH2:17]2)[CH:12]=[CH:11][N:10]=1.P([O-])([O-])([O-])=O.[K+].[K+].[K+]>C1(C)C=CC=CC=1.O.C1C=CC(/C=C/C(/C=C/C2C=CC=CC=2)=O)=CC=1.C1C=CC(/C=C/C(/C=C/C2C=CC=CC=2)=O)=CC=1.C1C=CC(/C=C/C(/C=C/C2C=CC=CC=2)=O)=CC=1.[Pd].[Pd].C1(P(C2C=CC=CC=2)C2C3OC4C(=CC=CC=4P(C4C=CC=CC=4)C4C=CC=CC=4)C(C)(C)C=3C=CC=2)C=CC=CC=1>[CH3:1][C:2]1[N:3]=[C:4]([NH:7][C:9]2[CH:14]=[C:13]([O:15][CH:16]3[CH2:17][CH2:18][N:19]([C:22]([O:24][C:25]([CH3:28])([CH3:27])[CH3:26])=[O:23])[CH2:20][CH2:21]3)[CH:12]=[CH:11][N:10]=2)[S:5][CH:6]=1 |f:2.3.4.5,8.9.10.11.12|. Reported procedure: Using the method of Example 3, Step B, 4-methylthiazol-2-amine (18.2 mL, 7.27 mmol), tert-butyl 4-(2-chloropyridin-4-yloxy)piperidine-1-carboxylate (2.50 g, 8.00 mmol), potassium phosphate (1.70 g, 8.00 mmol), tris(dibenzylideneacetone)dipalladium (0) (0.166 g, 0.182 mmol) and 4,5-bis(diphenylphosphino)-9,9-dimethyl-9H-xanthene (0.116 g, 0.200 mmol) were reacted in toluene (20 mL) and water (5 mL), to provide tert-butyl 4-(2-(4-methylthiazol-2-ylamino)pyridin-4-yloxy)piperidine-1-carboxylate (1....